This data is from the Open Reaction Database (ORD), a public repository of structured organic reaction records. The task is: describe an organic reaction: reactants, conditions, products, and yield Reactants: FC=1C=C(C=CC1C1=NN(C=C1C1=CC=NC=C1)C)O (3-Fluoro-4-(1-methyl-4-pyridin4-yl-1H-pyrazol-3-yl)-phenol), C([O-])([O-])=O.[Cs+].[Cs+] (cesium carbonate), ClCC1=NC2=CC=CC=C2C=C1 (2-chloro methyl quinoline), [OH-].[Na+] (NaOH). Solvent: CN(C=O)C (dimethylformamide). Run at temperature 60 celsius. The product is FC=1C=C(OCC2=NC3=CC=CC=C3C=C2)C=CC1C1=NN(C=C1C1=CC=NC=C1)C (2-[3-Fluoro-4-(1-methyl-4-pyridin-4-yl-1H-pyrazol-3-yl)-phenoxymethyl]-quinoline). Reaction SMILES: [F:1][C:2]1[CH:3]=[C:4]([OH:20])[CH:5]=[CH:6][C:7]=1[C:8]1[C:12]([C:13]2[CH:18]=[CH:17][N:16]=[CH:15][CH:14]=2)=[CH:11][N:10]([CH3:19])[N:9]=1.C(=O)([O-])[O-].[Cs+].[Cs+].Cl[CH2:28][C:29]1[CH:38]=[CH:37][C:36]2[C:31](=[CH:32][CH:33]=[CH:34][CH:35]=2)[N:30]=1.[OH-].[Na+]>CN(C)C=O>[F:1][C:2]1[CH:3]=[C:4]([CH:5]=[CH:6][C:7]=1[C:8]1[C:12]([C:13]2[CH:14]=[CH:15][N:16]=[CH:17][CH:18]=2)=[CH:11][N:10]([CH3:19])[N:9]=1)[O:20][CH2:28][C:29]1[CH:38]=[CH:37][C:36]2[C:31](=[CH:32][CH:33]=[CH:34][CH:35]=2)[N:30]=1 |f:1.2.3,5.6|. Procedure details: To a solution of 3-Fluoro-4-(1-methyl-4-pyridin4-yl-1H-pyrazol-3-yl)-phenol (450 mg) in dimethylformamide (10 ml) was added cesium carbonate (2 g) and 2-chloro methyl quinoline (481 mg) and the reaction mixture was heated at 60° C. for 18 h. The reaction mixture was poured into 1N NaOH, extracted with methylene chloride, dried magnesium sulfate, filtered and concentrated. Biotage MPLC purification eluting with methanol 2%/0.5% ammonium hydroxide/70% ethyl acetate/hexanes provided the title compo... Starting materials: CCOC(=O)CC(C=C(Cl)Cl)C(C)(C)Cl, CCCC[P+](CCCC)(CCCC)CCCC, Cc1ccccc1, [Cl-], [K+], [OH-]. Yields the product CCOC(=O)C1C(C=C(Cl)Cl)C1(C)C. Reaction SMILES: [CH2:1]([CH3:2])[O:3][C:4](=[O:5])[CH2:6][CH:7]([C:8]([CH3:9])([Cl:10])[CH3:11])[CH:12]=[C:13]([Cl:14])[Cl:15].[CH2:26]([P+:27]([CH2:28][CH2:29][CH2:30][CH3:31])([CH2:32][CH2:33][CH2:34][CH3:35])[CH2:36][CH2:37][CH2:38][CH3:39])[CH2:40][CH2:41][CH3:42].[CH3:18][c:19]1[cH:20][cH:21][cH:22][cH:23][cH:24]1.[Cl-:25].[K+:17].[OH-:16]>>[CH2:1]([CH3:2])[O:3][C:4](=[O:5])[CH:6]1[CH:7]([CH:12]=[C:13]([Cl:14])[Cl:15])[C:8]1([CH3:9])[CH3:11].